Dataset: the Open Reaction Database (ORD), a public repository of structured organic reaction records. Task: describe an organic reaction: reactants, conditions, products, and yield Starting materials: CCC=CCCC(O)CO, C1CCOC1, CC(C)c1ccc(S(=O)(=O)Cl)c(C(C)C)c1C(C)C, [H-], [Na+]. The product is CCC=CCCC1CO1. Reaction SMILES: [CH2:1]([CH:2]([CH2:3][CH2:4][CH:5]=[CH:6][CH2:7][CH3:8])[OH:9])[OH:10].[CH2:32]1[O:33][CH2:34][CH2:35][CH2:36]1.[CH:13]([c:14]1[cH:15][cH:16][c:17]([S:18]([Cl:19])(=[O:20])=[O:21])[c:22]([CH:23]([CH3:24])[CH3:25])[c:26]1[CH:27]([CH3:28])[CH3:29])([CH3:30])[CH3:31].[H-:12].[Na+:11]>>[CH2:1]1[CH:2]([CH2:3][CH2:4][CH:5]=[CH:6][CH2:7][CH3:8])[O:10]1. Reactants: ClC1=C(C=CC=C1)S(=O)(=O)N1CCNCC1 (1-(2-Chlorophenylsulfonyl)piperizine), C12CCCC2O1 (6-oxa-bicyclo[3,1,0]hexane). The solvent is C(C)O (ethyl alcohol). Conditions: temperature 80 celsius. Yields the product ClC1=C(C=CC=C1)S(=O)(=O)N1CCN(CC1)[C@H]1[C@@H](CCC1)O (Trans-2-(4-(2-chlorophenylsulfonyl)piperazin-1-yl)cyclopentanol). As a reaction SMILES: [Cl:1][C:2]1[CH:7]=[CH:6][CH:5]=[CH:4][C:3]=1[S:8]([N:11]1[CH2:16][CH2:15][NH:14][CH2:13][CH2:12]1)(=[O:10])=[O:9].[CH:17]12[O:22][CH:21]1[CH2:20][CH2:19][CH2:18]2>C(O)C>[Cl:1][C:2]1[CH:7]=[CH:6][CH:5]=[CH:4][C:3]=1[S:8]([N:11]1[CH2:16][CH2:15][N:14]([C@@H:20]2[CH2:19][CH2:18][CH2:17][C@H:21]2[OH:22])[CH2:13][CH2:12]1)(=[O:9])=[O:10]. Reported procedure: 1-(2-Chlorophenylsulfonyl)piperizine (1 eq, 0.19 mmol) was dissolved in ethyl alcohol (2 ml), then treated with 6-oxa-bicyclo[3,1,0]hexane (2eq, 0.38 mmol), the reaction solution was heated to 80° C. for 8 hour. The reaction mixture was purified by prep-HPLC. 1H NMR (400 MHz, CHLOROFORM-D) δ ppm 1.36-1.48 (m, 1 H), 1.49-1.74 (m, 3 H), 1.81-2.03 (m, 2 H), 2.52-2.67 (m, 3 H), 2.68-2.78 (m, 2 H), 3.28-3.37 (m, 4 H), 3.99-4.18 (m, 1 H), 7.33-7.42 (m, 1 H), 7.44-7.58 (m, 2 H), 7.98 (d, J=8.21, 1.14 H...